From a dataset of the Open Reaction Database (ORD), a public repository of structured organic reaction records. describe an organic reaction: reactants, conditions, products, and yield Starting materials: [OH-].[K+] (KOH), C(#N)C(C(=O)OC)C1(CCOCC1)C1=CC=C(C=C1)F (methyl 2-cyano-2-[4-(4-fluorophenyl)oxan-4-yl]acetate), O (H2O). Solvent: C(CO)O (ethylene glycol). Reaction conditions: temperature 120 celsius. Product: FC1=CC=C(C=C1)C1(CCOCC1)CC#N (2-[4-(4-fluorophenyl)oxan-4-yl]acetonitrile). Reaction SMILES: [OH-].[K+].[C:3]([CH:5]([C:10]1([C:16]2[CH:21]=[CH:20][C:19]([F:22])=[CH:18][CH:17]=2)[CH2:15][CH2:14][O:13][CH2:12][CH2:11]1)C(OC)=O)#[N:4].O>C(O)CO>[F:22][C:19]1[CH:20]=[CH:21][C:16]([C:10]2([CH2:5][C:3]#[N:4])[CH2:15][CH2:14][O:13][CH2:12][CH2:11]2)=[CH:17][CH:18]=1 |f:0.1|. Procedure details: To a pre-dissolved solution of KOH (441 mg, 7.87 mmol) in ethylene glycol (20 ml) was added methyl 2-cyano-2-[4-(4-fluorophenyl)oxan-4-yl]acetate (1.09 g, 3.93 mmol). The mixture was heated to 120° C. for 3 h, and then cooled. H2O was added (50 ml), the product extracted with Et2O (3×50 ml), washed with H2O (50 ml), dried over NA2SO4, filtered and concentrated. Purified by normal phase SiO2 chromatography (5 to 40% EtOAc/hexanes) to give 2-[4-(4-fluorophenyl)oxan-4-yl]acetonitrile as a colorless...